The task is: describe an organic reaction: reactants, conditions, products, and yield. This data is from the Open Reaction Database (ORD), a public repository of structured organic reaction records. The reactants are C(=O)(OCC1=CC=CC=C1)N1[C@@H](C(=O)O)CCC1 ((+)-carbobenzyloxy-D-proline), C(CCl)Cl (EDC), C=1C=CC2=C(C1)N=NN2O (HOBt), TEA, N1CCCC1 (pyrrolidine). Run in O (water), C([O-])(O)=O.[Na+] (sodium bicarbonate), CN(C)C=O (DMF). Run at time 18 hour. Product: C(C1=CC=CC=C1)OC(=O)N1[C@H](CCC1)C(=O)N1CCCC1 ((R)-2-(pyrrolidine-1-carbonyl)-pyrrolidine-1-carboxylic acid benzyl ester). As a reaction SMILES: [C:1]([N:11]1[CH2:18][CH2:17][CH2:16][C@@H:12]1[C:13]([OH:15])=O)([O:3][CH2:4][C:5]1[CH:10]=[CH:9][CH:8]=[CH:7][CH:6]=1)=[O:2].C(Cl)CCl.[CH:23]1[CH:24]=CC2N(O)N=[N:29][C:27]=2[CH:28]=1.N1CCCC1>CN(C=O)C.O.C(=O)(O)[O-].[Na+]>[CH2:4]([O:3][C:1]([N:11]1[CH2:18][CH2:17][CH2:16][C@@H:12]1[C:13]([N:29]1[CH2:24][CH2:23][CH2:28][CH2:27]1)=[O:15])=[O:2])[C:5]1[CH:6]=[CH:7][CH:8]=[CH:9][CH:10]=1 |f:6.7|. Procedure: A mixture of (+)-carbobenzyloxy-D-proline (1.5 g, 6 mmol), EDC (2.3 g, 12 mmol), HOBt (800 mg, 6 mmol), TEA (1.5 mL) and pyrrolidine (853 mg, 12 mmol) in DMF (20 mL) was stirred at rt for 18 hr. The reaction was diluted with water and sodium bicarbonate, extracted with dichloromethane (3×). The combined DCM was concentrated and purified on a silica gel column to give (R)-2-(pyrrolidine-1-carbonyl)-pyrrolidine-1-carboxylic acid benzyl ester. (R)-2-(pyrrolidine-1-carbonyl)-pyrrolidine-1-carboxylic... Reported procedure: A mixture of the title compound of Example 1, Step H (0.414 g, 1 mmol), diethylsulfate (0.17 g, 1.1 mmol), and potassium carbonate (0.27 g) in acetone (10 mL) was stirred at room temperature for 4 h. After completion of the reaction, the potassium carbonate was filtered off and the solvent was removed on a rotary evaporator. The title compound of Step A, a compound of this invention, was isolated by flash chromatography (0.41 g, 92%) as a white solid melting at 198-200° C. 1H NMR (CDCl3) δ 7.46 ... The reactants are ClCS(=O)(=O)NC1=C(C=C(C(=C1)N1C(N2[C@@H](C1=O)C[C@@H](C2)F)=O)F)Cl ((6S-cis)-1-chloro-N-[2-chloro-4-fluoro-5-(6-fluorotetrahydro-1,3-dioxo-1H-pyrrolo[1,2-c]imidazol-2(3H)-yl)phenyl]methanesulfonamide), C(C)OS(=O)(=O)OCC (diethylsulfate), C([O-])([O-])=O.[K+].[K+] (potassium carbonate). Solvent: CC(=O)C (acetone). Run at time 4 hour. Yields the product ClCS(=O)(=O)N(CC)C1=C(C=C(C(=C1)N1C(N2[C@@H](C1=O)C[C@@H](C2)F)=O)F)Cl ((6S-cis)-1-chloro-N-[2-chloro-4-fluoro-5-(6-fluorotetrahydro-1,3-dioxo-1H-pyrrolo[1,2-c]imidazol-2(3H)-yl)phenyl]-N-ethylmethanesulfonamide), solid. RXN SMILES: [Cl:1][CH2:2][S:3]([NH:6][C:7]1[CH:12]=[C:11]([N:13]2[C:17](=[O:18])[C@H:16]3[CH2:19][C@H:20]([F:22])[CH2:21][N:15]3[C:14]2=[O:23])[C:10]([F:24])=[CH:9][C:8]=1[Cl:25])(=[O:5])=[O:4].[CH2:26](OS(OCC)(=O)=O)[CH3:27].C(=O)([O-])[O-].[K+].[K+]>CC(C)=O>[Cl:1][CH2:2][S:3]([N:6]([C:7]1[CH:12]=[C:11]([N:13]2[C:17](=[O:18])[C@H:16]3[CH2:19][C@H:20]([F:22])[CH2:21][N:15]3[C:14]2=[O:23])[C:10]([F:24])=[CH:9][C:8]=1[Cl:25])[CH2:26][CH3:27])(=[O:5])=[O:4] |f:2.3.4|. Reactants: ClCCl, O=C(O)C(F)(F)F, CC1CN(c2ccc3[nH]c(-c4nn(C5CCCCO5)c5ccc(NC(=O)C6CC6(F)F)cc45)nc3c2)CCO1. Product: CC1CN(c2ccc3[nH]c(-c4n[nH]c5ccc(NC(=O)C6CC6(F)F)cc45)nc3c2)CCO1. RXN SMILES: [Cl:47][CH2:48][Cl:49].[F:1][C:2]([F:3])([F:4])[C:5]([OH:6])=[O:7].[F:8][C:9]1([F:46])[CH:10]([C:12](=[O:13])[NH:14][c:15]2[cH:16][c:17]3[c:18](-[c:30]4[n:31][c:32]5[c:33]([nH:34]4)[cH:35][cH:36][c:37]([N:39]4[CH2:40][CH:41]([CH3:45])[O:42][CH2:43][CH2:44]4)[cH:38]5)[n:19][n:20]([CH:24]4[CH2:25][CH2:26][CH2:27][CH2:28][O:29]4)[c:21]3[cH:22][cH:23]2)[CH2:11]1>>[F:8][C:9]1([F:46])[CH:10]([C:12](=[O:13])[NH:14][c:15]2[cH:16][c:17]3[c:18](-[c:30]4[n:31][c:32]5[c:33]([nH:34]4)[cH:35][cH:36][c:37]([N:39]4[CH2:40][CH:41]([CH3:45])[O:42][CH2:43][CH2:44]4)[cH:38]5)[n:19][nH:20][c:21]3[cH:22][cH:23]2)[CH2:11]1. Reactants: C(O)([O-])=O.[Na+] (sodium hydrogen carbonate), ice, C(C1=CC=CC=C1)OC=1C=C(C=CC1)C1=CC=C(C=C1)CNC(OC(C)(C)C)=O (tert-butyl N-(3′-benzyloxy-biphenyl-4-ylmethyl)carbamate), FC(C(=O)O)(F)F (trifluoroacetic acid). Solvent: ClCCl (dichloromethane). Product: C(C1=CC=CC=C1)OC=1C=C(C=CC1)C1=CC=C(C=C1)CN (3′-Benzyloxybiphenyl-4-ylmethylamine). Yield: 98.8%. Reaction SMILES: [CH2:1]([O:8][C:9]1[CH:10]=[C:11]([C:15]2[CH:20]=[CH:19][C:18]([CH2:21][NH:22]C(=O)OC(C)(C)C)=[CH:17][CH:16]=2)[CH:12]=[CH:13][CH:14]=1)[C:2]1[CH:7]=[CH:6][CH:5]=[CH:4][CH:3]=1.FC(F)(F)C(O)=O.C(=O)([O-])O.[Na+]>ClCCl>[CH2:1]([O:8][C:9]1[CH:10]=[C:11]([C:15]2[CH:16]=[CH:17][C:18]([CH2:21][NH2:22])=[CH:19][CH:20]=2)[CH:12]=[CH:13][CH:14]=1)[C:2]1[CH:3]=[CH:4][CH:5]=[CH:6][CH:7]=1 |f:2.3|. Procedure details: To an ice-cold solution of tert-butyl N-(3′-benzyloxy-biphenyl-4-ylmethyl)carbamate (0.500 g) in dichloromethane (2.6 mL) was added trifluoroacetic acid (0.976 mL), and the resulting mixture was stirred under ice-cooling for 1 hour. Saturated aqueous sodium hydrogen carbonate (15 mL) was added dropwise and the whole was extracted with dichloromethane (30 mL). The organic layer was washed with saturated aqueous sodium hydrogen carbonate/brine (1/1, 10 mL), dried over anhydrous sodium sulfate and ... Starting materials: NN1C(C2=CC=CC=C2C(=N1)C1=CC=C(C=C1)C)=O (2-amino-4-(4-methylphenyl)-phthalazin-1(2H)-one), CC1([C@H]2CC[C@H]([C@@H]1C2)CC(=O)O)C (2-[(1S,2S,5S)-6,6-dimethylbicyclo[3.1.1]hept-2-yl]acetic acid). The product is CC1([C@H]2CC[C@H]([C@@H]1C2)CC(=O)NN2C(C1=CC=CC=C1C(=N2)C2=CC=C(C=C2)C)=O)C (2-[(1S,2S,5S)-6,6-dimethylbicyclo[3.1.1]hept-2-yl]-N-[4-(4-methylphenyl)-1-oxophthalazin-2(1H)-yl]acetamide). As a reaction SMILES: [NH2:1][N:2]1[N:11]=[C:10]([C:12]2[CH:17]=[CH:16][C:15]([CH3:18])=[CH:14][CH:13]=2)[C:9]2[C:4](=[CH:5][CH:6]=[CH:7][CH:8]=2)[C:3]1=[O:19].[CH3:20][C:21]1([CH3:32])[C@H:26]2[CH2:27][C@@H:22]1[CH2:23][CH2:24][C@H:25]2[CH2:28][C:29](O)=[O:30]>>[CH3:20][C:21]1([CH3:32])[C@H:26]2[CH2:27][C@@H:22]1[CH2:23][CH2:24][C@H:25]2[CH2:28][C:29]([NH:1][N:2]1[N:11]=[C:10]([C:12]2[CH:13]=[CH:14][C:15]([CH3:18])=[CH:16][CH:17]=2)[C:9]2[C:4](=[CH:5][CH:6]=[CH:7][CH:8]=2)[C:3]1=[O:19])=[O:30]. Reported procedure: The product of Example 135A and 2-[(1S,2S,5S)-6,6-dimethylbicyclo[3.1.1]hept-2-yl]acetic acid were treated using a method similar to that described in Example 17C to give the title compound. 1H NMR (300 MHz, DMSO-d6) δ ppm 11.34 (s, 1H), 8.37-8.41 (m, 1H), 7.86-8.04 (m, 2H), 7.72-7.77 (m, 1H), 7.46-7.50 (m, 2H), 7.36-7.40 (m, 2H), 2.51-2.60 (m, 2H), 2.42 (s, 3H), 2.29-2.45 (m, 2H), 1.79-2.06 (m, 5H), 1.47-1.63 (m, 1H), 1.20 (s, 3H), 1.07 (d, J=0.6 Hz, 3H), 0.91 (d, J=9.5 Hz, 1H); MS (APCI+) M/Z ... Starting materials: [Mg] (magnesium), BrC=1C=C(C(=C(C1)C(OCC)OCC)OC)OC(F)(F)F (5-bromo-1-diethoxymethyl-2-methoxy-3-trifluoromethoxybenzene), C[Mg]Br.O1CCCC1 (methylmagnesium bromide tetrahydrofuran), O1CCCC1 (tetrahydrofuran), Cl (hydrochloric acid). Conditions: time 1 hour. Product: C(=O)C=1C=C(C(=O)O)C=C(C1OC)OC(F)(F)F (3-formyl-4-methoxy-5-trifluoromethoxybenzoic acid). RXN SMILES: [Mg].Br[C:3]1[CH:4]=[C:5]([O:18][C:19]([F:22])([F:21])[F:20])[C:6]([O:16][CH3:17])=[C:7]([CH:9]([O:13]CC)OCC)[CH:8]=1.C[Mg]Br.[O:26]1[CH2:30]CCC1.Cl.[O:32]1CCCC1>>[CH:9]([C:7]1[CH:8]=[C:3]([CH:4]=[C:5]([O:18][C:19]([F:20])([F:21])[F:22])[C:6]=1[O:16][CH3:17])[C:30]([OH:26])=[O:32])=[O:13] |f:2.3|. Reported procedure: To magnesium (403 mg), tetrahydrofuran (16 mL), 5-bromo-1-diethoxymethyl-2-methoxy-3-trifluoromethoxybenzene (6.19 g) and a 0.97M methylmagnesium bromide-tetrahydrofuran solution (0.42 mL) were added to the solution, and then the mixture was stirred at room temperature for 1 hour. The reaction solution was cooled to 0° C. and stirred for 45 minutes under a carbon dioxide atmosphere. 4N hydrochloric acid (25 mL) was added and then the mixture was stirred at room temperature for 30 minutes. The or... Reactants: BrC(=CC1=C(C=CC(=C1)OCC)NCC=1C=C(C(=O)OC)C=CC1)Br (methyl 3-{[2-(2,2-dibromovinyl)-4-ethoxyphenylamino]methyl}benzoate), C1(=CC=CC=C1)B(O)O (phenylboronic acid), CC1=C(C=CC=C1)P(C1=C(C=CC=C1)C)C1=C(C=CC=C1)C (tris(2-methylphenyl)phosphine), C([O-])([O-])=O.[K+].[K+] (potassium carbonate). Reagents/catalysts: C=1C=CC(=CC1)/C=C/C(=O)/C=C/C2=CC=CC=C2.C=1C=CC(=CC1)/C=C/C(=O)/C=C/C2=CC=CC=C2.C=1C=CC(=CC1)/C=C/C(=O)/C=C/C2=CC=CC=C2.[Pd].[Pd] (tris(dibenzylideneacetone)dipalladium). Run in C1(=CC=CC=C1)C (toluene), C(C)(=O)OCC (ethyl acetate). Reaction conditions: temperature 85 celsius, time 3.5 hour. Product: C(C)OC=1C=C2C=C(N(C2=CC1)CC=1C=C(C(=O)OC)C=CC1)C1=CC=CC=C1 (Methyl 3-(5-ethoxy-2-phenylindol-1-ylmethyl)benzoate). The yield is 65.1%. RXN SMILES: Br[C:2](Br)=[CH:3][C:4]1[CH:9]=[C:8]([O:10][CH2:11][CH3:12])[CH:7]=[CH:6][C:5]=1[NH:13][CH2:14][C:15]1[CH:16]=[C:17]([CH:22]=[CH:23][CH:24]=1)[C:18]([O:20][CH3:21])=[O:19].[C:26]1(B(O)O)[CH:31]=[CH:30][CH:29]=[CH:28][CH:27]=1.CC1C=CC=CC=1P(C1C=CC=CC=1C)C1C=CC=CC=1C.C(=O)([O-])[O-].[K+].[K+]>C1(C)C=CC=CC=1.C(OCC)(=O)C.C1C=CC(/C=C/C(/C=C/C2C=CC=CC=2)=O)=CC=1.C1C=CC(/C=C/C(/C=C/C2C=CC=CC=2)=O)=CC=1.C1C=CC(/C=C/C(/C=C/C2C=CC=CC=2)=O)=CC=1.[Pd].[Pd]>[CH2:11]([O:10][C:8]1[CH:9]=[C:4]2[C:5](=[CH:6][CH:7]=1)[N:13]([CH2:14][C:15]1[CH:16]=[C:17]([CH:22]=[CH:23][CH:24]=1)[C:18]([O:20][CH3:21])=[O:19])[C:2]([C:26]1[CH:31]=[CH:30][CH:29]=[CH:28][CH:27]=1)=[CH:3]2)[CH3:12] |f:3.4.5,8.9.10.11.12|. Reported procedure: A suspension of methyl 3-{[2-(2,2-dibromovinyl)-4-ethoxyphenylamino]methyl}benzoate (258 mg), phenylboronic acid (134 mg), tris(dibenzylideneacetone)dipalladium (0) (25.1 mg), tris(2-methylphenyl)phosphine and potassium carbonate (381 mg) in toluene (5 mL) was stirred at 85° C. for 3.5 hours under an argon atmosphere. The reaction mixture was cooled to room temperature, diluted with ethyl acetate and filtered through celite (registered trademark). The filtrate was concentrated under reduced pres... Starting materials: FC=1C2=C(C=C3CC4(C(NC(NC4=O)=O)=O)[C@@H]4N(C13)C[C@H](O[C@H]4C)C)C(=NO2)C#N ((2R,4S,4aS)-rel-11-fluoro-2,4-dimethyl-2′,4′,6′-trioxo-1,1′,2,3′,4,4′,4a,6′-octahydro-2′H,6H-spiro[1,4-oxazino[4,3-a][1,2]oxazolo[4,5-g]quinoline-5,5′-pyrimidine]-8-carbonitrile), ammonium sulfide. Run in CN(C)C=O (DMF). Conditions: time 1 hour. The product is FC=1C2=C(C=C3CC4(C(NC(NC4=O)=O)=O)[C@@H]4N(C13)C[C@H](O[C@H]4C)C)C(=NO2)C(N)=S ((2R,4S,4aS)-rel-11-fluoro-2,4-dimethyl-2′,4′,6′-trioxo-1,1′,2,3′,4,4′,4a,6′-octahydro-2′H,6H-spiro[1,4-oxazino[4,3-a][1,2]oxazolo[4,5-g]quinoline-5,5′-pyrimidine]-8-carbothioamide). Reaction SMILES: [F:1][C:2]1[C:3]2[O:28][N:27]=[C:26]([C:29]#[N:30])[C:4]=2[CH:5]=[C:6]2[C:19]=1[N:18]1[CH2:20][C@@H:21]([CH3:25])[O:22][C@@H:23]([CH3:24])[C@@H:17]1[C:8]1([C:13](=[O:14])[NH:12][C:11](=[O:15])[NH:10][C:9]1=[O:16])[CH2:7]2.[NH4+]=[S:32]>CN(C=O)C>[F:1][C:2]1[C:3]2[O:28][N:27]=[C:26]([C:29](=[S:32])[NH2:30])[C:4]=2[CH:5]=[C:6]2[C:19]=1[N:18]1[CH2:20][C@@H:21]([CH3:25])[O:22][C@@H:23]([CH3:24])[C@@H:17]1[C:8]1([C:13](=[O:14])[NH:12][C:11](=[O:15])[NH:10][C:9]1=[O:16])[CH2:7]2. Procedure details: To a stirred solution of (2R,4S,4aS)-rel-11-fluoro-2,4-dimethyl-2′,4′,6′-trioxo-1,1′,2,3′,4,4′,4a,6′-octahydro-2′H,6H-spiro[1,4-oxazino[4,3-a][1,2]oxazolo[4,5-g]quinoline-5,5′-pyrimidine]-8-carbonitrile (Example 183, 210 mg, 0.51 mmol) in DMF was added ammonium sulfide (0.35 mL, 1.02 mmol) and the mixture was stirred at room temperature for 1 hour. The reaction mixture was concentrated to give product as a pale yellow solid. Starting materials: C[O-].[Na+] (sodium methoxide), ClC=1C=CC(=C(CBr)C1)[N+](=O)[O-] (5-chloro-2-nitrobenzylbromide), C[O-].[Na+] (sodium methoxide). The solvent is CO (methanol), CO (methanol). Product: [N+](=O)([O-])C1=C(C=C(C=C1)Cl)COC (4-nitro-3-methoxymethylchlorobenzene). The yield is 92.5%. RXN SMILES: [Cl:1][C:2]1[CH:3]=[CH:4][C:5]([N+:10]([O-:12])=[O:11])=[C:6]([CH:9]=1)[CH2:7]Br.[CH3:13][O-:14].[Na+]>CO>[N+:10]([C:5]1[CH:4]=[CH:3][C:2]([Cl:1])=[CH:9][C:6]=1[CH2:7][O:14][CH3:13])([O-:12])=[O:11] |f:1.2|. Procedure details: 2.15 g of 5-chloro-2-nitrobenzylbromide is dissolved in approximately 25 ml methanol at room temperature. 1.86 g of 25% sodium methoxide in methanol is added and stirring continued for 0° C. 1 hour after which 10 wt % additional sodium methoxide is added to complete the conversion. The solvent is evaporated and the residue is dissolved in 100 ml dichloromethane and washed with 25 ml water (2×). Evaporation provided 1.6 g of 4-nitro-3-methoxymethylchlorobenzene. 1H-NMR (500 MHz, CDCl3) δ (ppm) 3.... Reactants: NC1=CC=2C(=NC(N2)=O)C=C1 (5-aminobenzimidazolone), stainless steel, C=C1CC(=O)O1 (diketene), C(CC(=O)C)(=O)C1=C(C=2C(=NC(N2)=O)C=C1)N (5-acetoacetyl-aminobenzimidazolone). Solvent: O (water), O (water), O (water), O (water). Reaction conditions: temperature 40 celsius. Yields the product C(CC(=O)C)(=O)NC1=CC=2C(=NC(N2)=O)C=C1 (5-acetoacetylaminobenzimidazolone). Reaction SMILES: [NH2:1][C:2]1[CH:11]=[CH:10][C:5]2=[N:6][C:7](=[O:9])[N:8]=[C:4]2[CH:3]=1.[CH2:12]=[C:13]1[O:17][C:15](=[O:16])[CH2:14]1.C(C1C=CC2=NC(=O)N=C2C=1N)(=O)CC(C)=O>O>[C:15]([NH:1][C:2]1[CH:11]=[CH:10][C:5]2=[N:6][C:7](=[O:9])[N:8]=[C:4]2[CH:3]=1)(=[O:16])[CH2:14][C:13]([CH3:12])=[O:17]. Reported procedure: Via the bottom inlet tube of a glass vessel having a capacity of 80 liters, a clarified solution of 150 kg of 5-aminobenzimidazolone in 4200 l of water, which solution has a temperature of 90° C., is fed in at a rate of 2100 l/h with agitation. Simultaneously, via a cover inlet tube, diketene is added at a rate of 50 l/h. Immediately, a colorless precipitate of 5-acetoacetyl-aminobenzimidazolone forms. The suspension thus obtained flows via a lateral tube which limits the reaction volume to 40 l...